From a dataset of the Open Reaction Database (ORD), a public repository of structured organic reaction records. describe an organic reaction: reactants, conditions, products, and yield Reaction SMILES: [C:1]([CH3:2])([CH3:3])([CH3:4])[O:5][C:6]([CH2:7][O:8][c:9]1[cH:10][c:11]([CH2:15][N:16]([S:17](=[O:18])(=[O:19])[c:20]2[cH:21][n:22][cH:23][cH:24][cH:25]2)[CH2:26][c:27]2[cH:28][cH:29][c:30]([C:33]([CH2:34][O:35][Si:36]([C:37]([CH3:38])([CH3:39])[CH3:40])([CH3:41])[CH3:42])([CH3:43])[CH3:44])[cH:31][cH:32]2)[cH:12][cH:13][cH:14]1)=[O:45].[CH2:68]1[O:69][CH2:70][CH2:71][CH2:72]1.[CH3:47][CH2:48][CH2:49][CH2:50][N+:51]([CH2:52][CH2:53][CH2:54][CH3:55])([CH2:56][CH2:57][CH2:58][CH3:59])[CH2:60][CH2:61][CH2:62][CH3:63].[Cl:65][CH2:66][Cl:67].[F-:46].[OH2:64]>>[C:1]([CH3:2])([CH3:3])([CH3:4])[O:5][C:6]([CH2:7][O:8][c:9]1[cH:10][c:11]([CH2:15][N:16]([S:17](=[O:18])(=[O:19])[c:20]2[cH:21][n:22][cH:23][cH:24][cH:25]2)[CH2:26][c:27]2[cH:28][cH:29][c:30]([C:33]([CH2:34][OH:35])([CH3:43])[CH3:44])[cH:31][cH:32]2)[cH:12][cH:13][cH:14]1)=[O:45]. The reactants are CC(C)(C)OC(=O)COc1cccc(CN(Cc2ccc(C(C)(C)CO[Si](C)(C)C(C)(C)C)cc2)S(=O)(=O)c2cccnc2)c1, C1CCOC1, CCCC[N+](CCCC)(CCCC)CCCC, ClCCl, [F-], O. Yields the product CC(C)(C)OC(=O)COc1cccc(CN(Cc2ccc(C(C)(C)CO)cc2)S(=O)(=O)c2cccnc2)c1. Starting materials: BrC=1C=C2CC(CC2=CC1)N1C(CNCC1)=O (1-(5-Bromo-2,3-dihydro-1H-inden-2-yl)piperazin-2-one), CC(=O)O (HOAc), O=C1OCC2=C1C=CC(=C2)CC=O ((1-oxo-1,3-dihydro-2-benzofuran-5-yl)acetaldehyde), [BH3-]C#N.[Na+] (NaBH3CN). The solvent is C(Cl)Cl (DCM), C(Cl)Cl.CO (DCM MeOH). Run at time 2 hour. Yields the product BrC=1C=C2CC(CC2=CC1)N1C(CN(CC1)CCC1=CC2=C(C(OC2)=O)C=C1)=O (1-(5-Bromo-2,3-dihydro-1H-inden-2-yl)-4-[2-(1-oxo-1,3-dihydro-2-benzofuran-5-yl)ethyl]piperazin-2-one). RXN SMILES: [Br:1][C:2]1[CH:3]=[C:4]2[C:8](=[CH:9][CH:10]=1)[CH2:7][CH:6]([N:11]1[CH2:16][CH2:15][NH:14][CH2:13][C:12]1=[O:17])[CH2:5]2.CC(O)=O.[O:22]=[C:23]1[C:27]2[CH:28]=[CH:29][C:30]([CH2:32][CH:33]=O)=[CH:31][C:26]=2[CH2:25][O:24]1.[BH3-]C#N.[Na+]>C(Cl)Cl.CO.C(Cl)Cl>[Br:1][C:2]1[CH:3]=[C:4]2[C:8](=[CH:9][CH:10]=1)[CH2:7][CH:6]([N:11]1[CH2:16][CH2:15][N:14]([CH2:33][CH2:32][C:30]3[CH:29]=[CH:28][C:27]4[C:23](=[O:22])[O:24][CH2:25][C:26]=4[CH:31]=3)[CH2:13][C:12]1=[O:17])[CH2:5]2 |f:3.4,5.6|. Reported procedure: To a solution of product from Step C (0.39 mmol) in 20 mL of DCM/MeOH (3/1, v/v) was added HOAc (47 mg, 0.78 mmol), (1-oxo-1,3-dihydro-2-benzofuran-5-yl)acetaldehyde (68 mg, 0.39 mmol) and NaBH3CN (49 mg, 0.78 mmol), and the mixture was stirred at RT for 2 hours. The reaction was diluted with DCM, washed with brine. The organic layer was dried over anhydrous Na2SO4 and concentrated. The residue was purified by prep-TLC to give the title product. Reactants: CNC (dimethylamine), ClS(=O)(=O)O (chlorosulfonic acid), aqueous solution, BrC1=C(C(=O)O)C=CC=C1 (2-bromobenzoic acid), ice water, Cl (hydrochloric acid). Run in O (water). Conditions: temperature 25 celsius. Yields the product BrC1=C(C(=O)O)C=C(C=C1)S(=O)(=O)N(C)C (2-bromo-5-dimethylaminosulfonylbenzoic acid). Reaction SMILES: Cl[S:2]([OH:5])(=O)=[O:3].[Br:6][C:7]1[CH:15]=[CH:14][CH:13]=[CH:12][C:8]=1[C:9]([OH:11])=[O:10].[CH3:16][NH:17][CH3:18].Cl>O>[Br:6][C:7]1[CH:15]=[CH:14][C:13]([S:2]([N:17]([CH3:18])[CH3:16])(=[O:5])=[O:3])=[CH:12][C:8]=1[C:9]([OH:11])=[O:10]. Reported procedure: To 160 ml. of chlorosulfonic acid stirring at 0°-5° C. was gradually added 100.5 g. (0.33 mole) of 2-bromobenzoic acid. Stirring was continued as the temperature was allowed to increase to 25° C. The mixture was stirred and refluxed for three hours, then it was cooled and poured into ice-water. The solid was filtered and then washed with cold water until the filtrate was no longer acidic. The solid, thus isolated, was added, in portions, to 200 ml. of a 40% aqueous solution of dimethylamine. Aft... Starting materials: C(=O)([O-])[O-].[Na+].[Na+] (Na2CO3), FC=1C(=CC2=C(OCS(N2CC2=CC=CC=C2)(=O)=O)C1)[N+](=O)[O-] (6-fluoro-7-nitro-1-(phenylmethyl)-1H-4,2,1-benzoxathiazine 2,2-dioxide), O.O.Cl[Sn]Cl (SnCl2.2H2O). Solvent: C(C)(=O)OCC (ethyl acetate), C(C)(=O)OCC (ethyl acetate). Reaction conditions: time 12 hour. Product: FC=1C(=CC2=C(OCS(N2CC2=CC=CC=C2)(=O)=O)C1)N (6-Fluoro-1-(phenylmethyl)-1H-4,2,1-benzoxathiazine-7-amine 2,2-dioxide). Yield: 67.2%. As a reaction SMILES: [F:1][C:2]1[C:3]([N+:21]([O-])=O)=[CH:4][C:5]2[N:10]([CH2:11][C:12]3[CH:17]=[CH:16][CH:15]=[CH:14][CH:13]=3)[S:9](=[O:19])(=[O:18])[CH2:8][O:7][C:6]=2[CH:20]=1.O.O.Cl[Sn]Cl.C([O-])([O-])=O.[Na+].[Na+]>C(OCC)(=O)C>[F:1][C:2]1[C:3]([NH2:21])=[CH:4][C:5]2[N:10]([CH2:11][C:12]3[CH:17]=[CH:16][CH:15]=[CH:14][CH:13]=3)[S:9](=[O:18])(=[O:19])[CH2:8][O:7][C:6]=2[CH:20]=1 |f:1.2.3,4.5.6|. Reported procedure: A mixture of 6-fluoro-7-nitro-1-(phenylmethyl)-1H-4,2,1-benzoxathiazine 2,2-dioxide (1.96 g, 5.79 mmol) and SnCl2.2H2O (6.55 g, 29 mmol) in ethyl acetate (40 mL) was heated at reflux for 3 h. After the reaction was complete, ethyl acetate (400 mL) and then Na2CO3 (18.5 g) were added, and the mixture was stirred for 12 h. The resulting mixture was filtered and the filtrate was concentrated under reduced pressure to give 1.20 g of the title compound of Step G. The reactants are CC(C)([O-])C.[K+] (potassium tert-butoxide), N1C=CC=C1 (Pyrrole), C(C)(C)[Si](C(C)C)(C(C)C)Cl (tri-isopropylsilyl chloride). Reaction SMILES: [NH:1]1[CH:5]=[CH:4][CH:3]=[CH:2]1.CC(C)([O-])C.[K+].[CH:12]([Si:15](Cl)([CH:19]([CH3:21])[CH3:20])[CH:16]([CH3:18])[CH3:17])([CH3:14])[CH3:13]>CCOCC.C1OCCOCCOCCOCCOCCOC1>[CH:12]([Si:15]([CH:19]([CH3:21])[CH3:20])([CH:16]([CH3:18])[CH3:17])[N:1]1[CH:5]=[CH:4][CH:3]=[CH:2]1)([CH3:14])[CH3:13] |f:1.2|. Run at time 16 hour. Yield: 85.3%. Solvent: CCOCC (ether). Reported procedure: Pyrrole (2.9 ml, 42 mmol) was added dropwise with stirring at room temperature to a suspension of potassium tert-butoxide (4.66 g, 42 mmol) and 18-crown-6 (0.2 g, 0.76 mmol) in ether (300 ml). After 1 hour tri-isopropylsilyl chloride (8.0 g, 42 mmol) was added dropwise, and then the reaction mixture was stirred for 16 hours, and filtered. The residue was washed with ether and the combined filtrate and washings were washed with brine, then dried and concentrated to give N-tri-isopropylsilylpyrrol... Product: C(C)(C)[Si](N1C=CC=C1)(C(C)C)C(C)C (N-tri-isopropylsilylpyrrole). The reagents and catalysts are C1COCCOCCOCCOCCOCCO1 (18-crown-6). The reactants are C1CCOC1, C=CC(CC(=O)OCC)c1ccc(OCc2ccc(C(C)(C)C)c(-c3cc(OC)ccc3F)c2)cc1, CO, [Li+], [OH-]. The product is C=CC(CC(=O)O)c1ccc(OCc2ccc(C(C)(C)C)c(-c3cc(OC)ccc3F)c2)cc1. RXN SMILES: [CH2:39]1[O:40][CH2:41][CH2:42][CH2:43]1.[CH3:1][C:2]([CH3:3])([CH3:4])[c:5]1[cH:6][cH:7][c:8]([CH2:20][O:21][c:22]2[cH:23][cH:24][c:25]([CH:28]([CH2:29][C:30](=[O:31])[O:32][CH2:33][CH3:34])[CH:35]=[CH2:36])[cH:26][cH:27]2)[cH:9][c:10]1-[c:11]1[c:12]([F:19])[cH:13][cH:14][c:15]([O:17][CH3:18])[cH:16]1.[CH3:44][OH:45].[Li+:38].[OH-:37]>>[CH3:1][C:2]([CH3:3])([CH3:4])[c:5]1[cH:6][cH:7][c:8]([CH2:20][O:21][c:22]2[cH:23][cH:24][c:25]([CH:28]([CH2:29][C:30](=[O:31])[OH:32])[CH:35]=[CH2:36])[cH:26][cH:27]2)[cH:9][c:10]1-[c:11]1[c:12]([F:19])[cH:13][cH:14][c:15]([O:17][CH3:18])[cH:16]1.